From a dataset of the Open Reaction Database (ORD), a public repository of structured organic reaction records. describe an organic reaction: reactants, conditions, products, and yield Starting materials: O (Water), FC1=CC=C(C=C1)C1=NNC=C1C1=CC(=NC=C1)C#N (4-[3-(4-fluorophenyl)-1H-pyrazol-4-yl]-2-pyridinecarbonitrile), OO (hydrogen peroxide), C([O-])([O-])=O.[K+].[K+] (potassium carbonate). The solvent is CS(=O)C (DMSO). Conditions: time 1 hour. Yields the product 4-[, FC1=CC=C(C=C1)C1=NNC=C1C=1C(=NC=CC1)C(=O)N (3-(4-fluorophenyl)-1H-pyrazol-4-yl-2-pyridinecarboxamide). Isolated yield 67.0%. Reaction SMILES: [F:1][C:2]1[CH:7]=[CH:6][C:5]([C:8]2[C:12]([C:13]3[CH:18]=[CH:17][N:16]=[C:15]([C:19]#[N:20])[CH:14]=3)=[CH:11][NH:10][N:9]=2)=[CH:4][CH:3]=1.OO.C(=O)([O-])[O-:24].[K+].[K+].O>CS(C)=O>[F:1][C:2]1[CH:7]=[CH:6][C:5]([C:8]2[C:12]([C:13]3[C:18]([C:17]([NH2:16])=[O:24])=[N:20][CH:19]=[CH:15][CH:14]=3)=[CH:11][NH:10][N:9]=2)=[CH:4][CH:3]=1 |f:2.3.4|. Procedure details: To a solution of 4-(3-[4-fluorophenyl)-1H-pyrazol-4-yl]-2-pyridinecarbonitrile from step 2 (0.45 g, 0.0017 mol) in 10 mL of DMSO was added hydrogen peroxide (0.24 mL of 30% aqueous solution, 1.7 mmol) and potassium carbonate (0.04 g, 0.4 mmol) at 0° C. The mixture was stirred for 1 hour while allowing it to warm to room temperature. Water was added and the precipitate was collected by filtration and air-dried to give 0.32 g of 4-[3-(4-fluorophenyl)-1H-pyrazol-4-yl-2-pyridinecarboxamide as a whit...